This data is from the Open Reaction Database (ORD), a public repository of structured organic reaction records. The task is: describe an organic reaction: reactants, conditions, products, and yield The reactants are C1(=CC=CC=C1)C (Toluene), C(=O)OC(C)(C)C (tert-butyl formate), C(C(=C)C)(=O)C1C2CC3C1OC(C3C2C(=O)OC(C)(C)C)=O (tert-butyl 6-methacryloyl-2-oxohexahydro-3,5-methano-2H-cyclopenta[b]furan-7-carboxylate). Solvent: C(=O)O (formic acid), C(=O)O (formic acid). Reaction conditions: time 8 hour. Product: C(C(=C)C)(=O)C1C2CC3C1OC(C3C2C(=O)O)=O (6-methacryloyl-2-oxohexahydro-3,5-methano-2H-cyclopenta[b]furan-7-carboxylic acid). Yield: 90.0%. RXN SMILES: [C:1]([CH:6]1[CH:10]2[O:11][C:12](=[O:22])[CH:13]3[CH:14]([C:15]([O:17]C(C)(C)C)=[O:16])[CH:7]1[CH2:8][CH:9]23)(=[O:5])[C:2]([CH3:4])=[CH2:3].C1(C)C=CC=CC=1.C(OC(C)(C)C)=O>C(O)=O>[C:1]([CH:6]1[CH:10]2[O:11][C:12](=[O:22])[CH:13]3[CH:14]([C:15]([OH:17])=[O:16])[CH:7]1[CH2:8][CH:9]23)(=[O:5])[C:2]([CH3:4])=[CH2:3]. Procedure: In 80 g of formic acid was dissolved 20.0 g of the methacrylate obtained in Example 1-1-1. The solution was stirred at room temperature overnight. Toluene was added to the reaction solution, from which formic acid and tert-butyl formate were azeotroped off. Recrystallization from hexane yielded 14.7 g of the target compound (yield 89%). The reactants are CC(C)(C)c1cccc(C(C)(C)C)n1, O=C([O-])[O-], CCOC(=O)C(C)(C)Oc1ccc(O)cc1C, CC(C)(CO)CC#Cc1ccc(OC(F)(F)F)cc1, CC#N, ClCCl, [Cs+], [Cs+], O=S(=O)(OS(=O)(=O)C(F)(F)F)C(F)(F)F. Yields the product CCOC(=O)C(C)(C)Oc1ccc(OCC(C)(C)CC#Cc2ccc(OC(F)(F)F)cc2)cc1C. As a reaction SMILES: [C:20]([c:21]1[cH:22][cH:23][cH:24][c:25]([C:26]([CH3:27])([CH3:28])[CH3:29])[n:30]1)([CH3:31])([CH3:32])[CH3:33].[C:66](=[O:67])([O-:68])[O-:69].[CH2:49]([CH3:50])[O:51][C:52]([C:53]([CH3:54])([CH3:55])[O:56][c:57]1[c:58]([CH3:64])[cH:59][c:60]([OH:63])[cH:61][cH:62]1)=[O:65].[CH3:1][C:2]([CH2:3][OH:4])([CH2:5][C:6]#[C:7][c:8]1[cH:9][cH:10][c:11]([O:14][C:15]([F:16])([F:17])[F:18])[cH:12][cH:13]1)[CH3:19].[CH3:75][C:76]#[N:77].[Cl:72][CH2:73][Cl:74].[Cs+:70].[Cs+:71].[F:34][C:35]([S:36]([O:37][S:38]([C:39]([F:40])([F:41])[F:42])(=[O:43])=[O:44])(=[O:45])=[O:46])([F:47])[F:48]>>[CH3:1][C:2]([CH2:3][O:4][c:60]1[cH:59][c:58]([CH3:64])[c:57]([O:56][C:53]([C:52]([O:51][CH2:49][CH3:50])=[O:65])([CH3:54])[CH3:55])[cH:62][cH:61]1)([CH2:5][C:6]#[C:7][c:8]1[cH:9][cH:10][c:11]([O:14][C:15]([F:16])([F:17])[F:18])[cH:12][cH:13]1)[CH3:19]. The reactants are ClCCl, CCC(O)c1cc(OC)ccc1Oc1ccnc2cc(OC)c(OC)cc12, O. Product: CCC(=O)c1cc(OC)ccc1Oc1ccnc2cc(OC)c(OC)cc12. RXN SMILES: [CH2:29]([Cl:30])[Cl:31].[CH3:1][O:2][c:3]1[cH:4][c:5]2[c:6]([O:15][c:16]3[c:17]([CH:24]([CH2:25][CH3:26])[OH:27])[cH:18][c:19]([O:22][CH3:23])[cH:20][cH:21]3)[cH:7][cH:8][n:9][c:10]2[cH:11][c:12]1[O:13][CH3:14].[OH2:28]>>[CH3:1][O:2][c:3]1[cH:4][c:5]2[c:6]([O:15][c:16]3[c:17]([C:24]([CH2:25][CH3:26])=[O:27])[cH:18][c:19]([O:22][CH3:23])[cH:20][cH:21]3)[cH:7][cH:8][n:9][c:10]2[cH:11][c:12]1[O:13][CH3:14]. Reactants: C(C1=CC=CC=C1)N (benzylamine), C(C)OCC (diethyl ether), NCCC[C@@H]1N\C(\NC1)=N\C(=O)C1=NC(=C(N=C1N)N)Cl (3,5-Diamino-6-chloro-pyrazine-2-carboxylic acid [(S)-4-(3-amino-propyl)-imidazolidin-(2E)-ylidene]-amide), C(=O)(N1C=NC=C1)N1C=NC=C1 (1,1′-carbonyldiimidazole), C(C1=CC=CC=C1)N (Benzylamine). Solvent: CO (methanol), CN(C)C=O (DMF). Conditions: time 1 hour. Yields the product C(C1=CC=CC=C1)NC(NCCC[C@@H]1N\C(\NC1)=N\C(=O)C1=NC(=C(N=C1N)N)Cl)=O (3,5-Diamino-6-chloro-pyrazine-2-carboxylic acid [(S)-4-[3-(3-benzyl-ureido)-propyl]-imidazolidin-(2E)-ylidene]-amide). Reaction SMILES: [NH2:1][CH2:2][CH2:3][CH2:4][C@H:5]1[CH2:9][NH:8]/[C:7](=[N:10]\[C:11]([C:13]2[C:18]([NH2:19])=[N:17][C:16]([NH2:20])=[C:15]([Cl:21])[N:14]=2)=[O:12])/[NH:6]1.[C:22]([N:29]1[CH:33]=[CH:32]N=C1)(N1C=CN=C1)=[O:23].C(N)[C:35]1[CH:40]=[CH:39]C=[CH:37][CH:36]=1.C(OCC)C>CN(C=O)C.CO>[CH2:33]([NH:29][C:22](=[O:23])[NH:1][CH2:2][CH2:3][CH2:4][C@H:5]1[CH2:9][NH:8]/[C:7](=[N:10]\[C:11]([C:13]2[C:18]([NH2:19])=[N:17][C:16]([NH2:20])=[C:15]([Cl:21])[N:14]=2)=[O:12])/[NH:6]1)[C:32]1[CH:39]=[CH:40][CH:35]=[CH:36][CH:37]=1. Reported procedure: To a solution of 3,5-Diamino-6-chloro-pyrazine-2-carboxylic acid [(S)-4-(3-amino-propyl)-imidazolidin-(2E)-ylidene]-amide (Ex. 31) (0.040 g, 0.128 mmol) in DMF (2 ml) is added 1,1′-carbonyldiimidazole (0.023 g, 0.141 mmol) and the reaction mixture is stirred for 1 hour at room temperature. Benzylamine (0.014 ml, 0.128 mmol) is added and additional benzylamine (0.014 ml, 0.128 mmol) is added at hourly intervals for a total of 3 hours. Purification is by diluting the reaction with 2N NaOH (30 ml) ... The reactants are Cl (HCl), N1B(NC2=C3C1=CC=CC3=CC=C2)C2=CC=C(C=C2)C=2C(=NC=CC2)N (3-(4-(1H-naphtho[1,8-de][1,3,2]diazaborinin-2(3H)-yl)phenyl)pyridin-2-amine), Cl (HCl), C(=O)(O)[O-].[Na+] (NaHCO3), [OH-].[Na+] (NaOH), C(=O)(O)[O-].[Na+] (NaHCO3). Run in C1CCOC1 (THF), CCOC(=O)C (EtOAc). Reaction conditions: time 3 hour. Product: NC1=NC=CC=C1C1=CC=C(C=C1)B(O)O (4-(2-aminopyridin-3-yl)phenylboronic Acid). Reaction SMILES: Cl.N1C2=CC=CC3=CC=CC(=C23)N[B:3]1[C:15]1[CH:20]=[CH:19][C:18]([C:21]2[C:22]([NH2:27])=[N:23][CH:24]=[CH:25][CH:26]=2)=[CH:17][CH:16]=1.C([O-])(O)=[O:29].[Na+].[OH-:33].[Na+]>C1COCC1.CCOC(C)=O>[NH2:27][C:22]1[C:21]([C:18]2[CH:19]=[CH:20][C:15]([B:3]([OH:29])[OH:33])=[CH:16][CH:17]=2)=[CH:26][CH:25]=[CH:24][N:23]=1 |f:2.3,4.5|. Procedure details: 6N HCl aq. (1.1 mL) was added to a mixture of 3-(4-(1H-naphtho[1,8-de][1,3,2]diazaborinin-2(3H)-yl)phenyl)pyridin-2-amine (396 mg) in THF (dry) (12 mL). The mixture was stirred at room temperature for 3 hr. The mixture was added with sat. NaHCO3 aq, EtOAc and 2N NaOH aq., and the separated aqueous phase was acidified by 6N HCl aq., then controlled pH ca.8 by sat. NaHCO3 aq. The aqueous mixture was extracted with EtOAc, and the organic layer was separated, washed with brine dried over anhydrous m... The product is CCC(C)(C)CCC#N. Reactants: CCC(C)(C)Br, CCCC[SnH](CCCC)CCCC, C=CC#N, c1ccccc1. As a reaction SMILES: [Br:14][C:15]([CH3:16])([CH2:17][CH3:18])[CH3:19].[CH2:1]([SnH:2]([CH2:3][CH2:4][CH2:5][CH3:6])[CH2:7][CH2:8][CH2:9][CH3:10])[CH2:11][CH2:12][CH3:13].[CH2:20]=[CH:21][C:22]#[N:23].[cH:24]1[cH:25][cH:26][cH:27][cH:28][cH:29]1>>[C:15]([CH3:16])([CH2:17][CH3:18])([CH3:19])[CH2:20][CH2:21][C:22]#[N:23]. Yields the product COC(=O)c1ccc(-c2ccc(C(F)(F)F)cc2)nc1CBr. Reaction SMILES: [Br:22][N:23]1[C:24](=[O:25])[CH2:26][CH2:27][C:28]1=[O:29].[C:30]([O:31][O:32][C:33](=[O:34])[c:35]1[cH:36][cH:37][cH:38][cH:39][cH:40]1)(=[O:41])[c:42]1[cH:43][cH:44][cH:45][cH:46][cH:47]1.[CH3:1][O:2][C:3]([c:4]1[c:5]([CH3:20])[n:6][c:7](-[c:10]2[cH:11][cH:12][c:13]([C:16]([F:17])([F:18])[F:19])[cH:14][cH:15]2)[cH:8][cH:9]1)=[O:21].[Cl:48][C:49]([Cl:50])([Cl:51])[Cl:52]>>[CH3:1][O:2][C:3]([c:4]1[c:5]([CH2:20][Br:22])[n:6][c:7](-[c:10]2[cH:11][cH:12][c:13]([C:16]([F:17])([F:18])[F:19])[cH:14][cH:15]2)[cH:8][cH:9]1)=[O:21]. The reactants are O=C1CCC(=O)N1Br, O=C(OOC(=O)c1ccccc1)c1ccccc1, COC(=O)c1ccc(-c2ccc(C(F)(F)F)cc2)nc1C, ClC(Cl)(Cl)Cl. Reactants: CS(C)=O, CSCc1cccc2c(C(c3ccc(Cl)cc3F)C(C)COS(C)(=O)=O)c[nH]c12, N#C[K]. Product: CSCc1cccc2c(C(c3ccc(Cl)cc3F)C(C)CC#N)c[nH]c12. As a reaction SMILES: [CH3:33][S:34]([CH3:35])=[O:36].[CH3:4][S:5]([O:6][CH2:9][CH:10]([CH:11]([c:12]1[cH:13][nH:14][c:15]2[c:16]([CH2:21][S:22][CH3:23])[cH:17][cH:18][cH:19][c:20]12)[c:24]1[c:25]([F:31])[cH:26][c:27]([Cl:30])[cH:28][cH:29]1)[CH3:32])(=[O:7])=[O:8].[K:1][C:2]#[N:3]>>[C:2](#[N:3])[CH2:9][CH:10]([CH:11]([c:12]1[cH:13][nH:14][c:15]2[c:16]([CH2:21][S:22][CH3:23])[cH:17][cH:18][cH:19][c:20]12)[c:24]1[c:25]([F:31])[cH:26][c:27]([Cl:30])[cH:28][cH:29]1)[CH3:32]. Starting materials: COC(COC1=CC(=C(C=C1)CNC(=O)OC(C)(C)C)F)=O ([4-(tert-Butoxycarbonylamino-methyl)-3-fluoro-phenoxy]-acetic acid methyl ester). The solvent is C(=O)O (formic acid). Run at temperature 60 celsius. The product is NCC1=C(C=C(OCC(=O)OC)C=C1)F (Methyl 2-[4-(aminomethyl)-3-fluorophenoxy]acetate). The yield is 86.7%. Reaction SMILES: [CH3:1][O:2][C:3](=[O:22])[CH2:4][O:5][C:6]1[CH:11]=[CH:10][C:9]([CH2:12][NH:13]C(OC(C)(C)C)=O)=[C:8]([F:21])[CH:7]=1>C(O)=O>[NH2:13][CH2:12][C:9]1[CH:10]=[CH:11][C:6]([O:5][CH2:4][C:3]([O:2][CH3:1])=[O:22])=[CH:7][C:8]=1[F:21]. Procedure details: [4-(tert-Butoxycarbonylamino-methyl)-3-fluoro-phenoxy]-acetic acid methyl ester (0.94 g, 3.0 mmol) was dissolved in formic acid (13 mL) and heated to 60° C. for 1 hour. The solvent was removed under vacuo and the residue repeatedly co-evaporated with chloroform and ethanol. The residue was dissolved in ethyl acetate washed with saturated sodium bicarbonate. The organic phase was dried over anhydrous sodium sulfate, filtered, and evaporated in vacuo to give the title compound (0.56 g, 2.6 mmol). Reactants: OCCN1C(NC=CC1=O)=O (3-(2-hydroxyethyl)-2,4(1H,3H)-pyrimidinedione), S(=O)(Cl)Cl (thionyl chloride). Reported procedure: To a stirred solution of 3 parts of 3-(2-hydroxyethyl)-2,4(1H,3H)-pyrimidinedione and 45 parts of trichloromethane were added dropwise 8 parts of thionyl chloride. Upon completion, stirring was continued for 1 hour at reflux temperature. The reaction mixture was cooled. The precipitated product was filtered off and crystallized from 2-propanol, yielding 3.1 parts of 3-(2-chloroethyl)-2,4(1H,3H)-pyrimidinedione; mp. 170° C. (60). Run in ClC(Cl)Cl (trichloromethane). As a reaction SMILES: O[CH2:2][CH2:3][N:4]1[C:9](=[O:10])[CH:8]=[CH:7][NH:6][C:5]1=[O:11].S(Cl)([Cl:14])=O>ClC(Cl)Cl>[Cl:14][CH2:2][CH2:3][N:4]1[C:9](=[O:10])[CH:8]=[CH:7][NH:6][C:5]1=[O:11]. Yields the product ClCCN1C(NC=CC1=O)=O (3-(2-chloroethyl)-2,4(1H,3H)-pyrimidinedione). Reaction conditions: time 1 hour.